Dataset: the Open Reaction Database (ORD), a public repository of structured organic reaction records. Task: describe an organic reaction: reactants, conditions, products, and yield Reactants: Cl (HCl), C(C1=CC=CC=C1)OC(=O)N1CCC(CC1)N1N=NC=C1C (N-Benzyloxycarbonyl-4-(4-methyltriazol-3-yl)piperidine), [H][H] (hydrogen). Reagents/catalysts: [Pd] (Pd/C). Solvent: CO (methanol). Yields the product Cl.CC=1N(N=NC1)C1CCNCC1 (4-(4-Methyltriazol-3-yl)piperidine Hydrochloride). Reaction SMILES: C(OC([N:11]1[CH2:16][CH2:15][CH:14]([N:17]2[C:21]([CH3:22])=[CH:20][N:19]=[N:18]2)[CH2:13][CH2:12]1)=O)C1C=CC=CC=1.[ClH:23].[H][H]>CO.[Pd]>[ClH:23].[CH3:22][C:21]1[N:17]([CH:14]2[CH2:15][CH2:16][NH:11][CH2:12][CH2:13]2)[N:18]=[N:19][CH:20]=1 |f:5.6|. Reported procedure: The compound of step (iii) was re-dissolved in methanol to the volume of 400 ml. Then to the solution were added 5% Pd/C and concentrated HCl (50 ml). The mixture was hydrogenated for 24 hr at hydrogen pressure of 100 atm and temperature 90° C. The mixture was cooled, filtered and evaporated. The resulting oily residue was dissolved at reflux in isopropanol (100 ml) and to the solution was added concentrated HCl (50 ml). The mixture was allowed to crystallise at 5° C. for 3 days and then filtere... Reactants: O=C1N(C(C2=CC=CC=C12)=O)C(C(=O)N[C@@H](CO)C(=O)OC)CC1=CC=CC=C1 (N-[2-(1,3-dihydro-1,3-dioxo-2H-isoindol-2-yl)-1-oxo-3-phenylpropyl]-L-serine, methyl ester), C(C)OCC (ethyl ether), Cl (hydrochloric acid), O (water). Conditions: time 2 hour. Yields the product COC(C(N)CCC=C)=O (2-(3-Butenyl)glycine methyl ester), oil. As a reaction SMILES: O=C1C2C(=CC=CC=2)C(=O)[N:3]1[CH:12]([CH2:23][C:24]1[CH:29]=[CH:28]C=CC=1)[C:13](N[C@H](C(OC)=O)CO)=[O:14].Cl.O.[CH2:32]([O:34]CC)C>>[CH3:32][O:34][C:13](=[O:14])[CH:12]([CH2:23][CH2:24][CH:29]=[CH2:28])[NH2:3]. Procedure details: Dissolve N-(phenylmethylene)-2-(3-butenyl)glycine methyl ester (25g) in ethyl ether (400mL) and stir with 1N hydrochloric acid (150mL) and water (150mL). Place under an argon atmosphere and stir for 2 hours. Separate the aqueous phase and adjust to pH 9, extract into chloroform, dry and evaporate the solvent in vacuo to give the title compound as a light oil (4.5g). Reactants: FC=1C(=C(C=O)C(=CC1)OC)O (3-fluoro-hydroxy-6-methoxybenzaldehyde), C(C=C)#N (acrylonitrile), CCCCCCCC (octane). Yields the product C(#N)C=1COC2=C(C=CC(=C2C1)OC)F (3-Cyano-8-fluoro-5-methoxy-2-H-chromen). Yield: 13.6%. As a reaction SMILES: [F:1][C:2]1[C:3]([OH:12])=[C:4]([C:7]([O:10][CH3:11])=[CH:8][CH:9]=1)[CH:5]=O.[C:13](#[N:16])[CH:14]=[CH2:15].CCCCCCCC>>[C:13]([C:14]1[CH2:15][O:12][C:3]2[C:4]([CH:5]=1)=[C:7]([O:10][CH3:11])[CH:8]=[CH:9][C:2]=2[F:1])#[N:16]. Procedure: Crude 3-fluoro-hydroxy-6-methoxybenzaldehyde (8.0 g) from above, acrylonitrile (13 mL; 193 mmol) and 1.4.diazadicyclo [2,2,2] octane (0.66 g; 5.9 mmol) were refluxed in a three-necked round-bottom flask (50 mL) under nitrogen for 4 h. Rotary-evaporation of the volatiles left a thick, red oil which was flash-chromatographed on a silica column eluted with methylene chloride/n-hexane (4:5). Concentration of relevant fractions gave an impure product (91% GC) which was crystallized form EtOAc to give... The reactants are C(\C=C\C=C\C)(=O)O (sorbic acid), C(Cl)C1CO1 (epichlorohydrin). The reagents and catalysts are [Br-].C(C)[N+](CC)(CC)CC (tetraethylammonium bromide). Run in O (water). Run at temperature 110 celsius. The product is C(\C=C\C=C\C)(=O)OCC1CO1 (glycidyl sorbate). Reaction SMILES: [C:1]([OH:8])(=[O:7])/[CH:2]=[CH:3]/[CH:4]=[CH:5]/[CH3:6].[CH2:9]([CH:11]1[O:13][CH2:12]1)Cl>[Br-].C([N+](CC)(CC)CC)C.O>[C:1]([O:8][CH2:9][CH:11]1[O:13][CH2:12]1)(=[O:7])/[CH:2]=[CH:3]/[CH:4]=[CH:5]/[CH3:6] |f:2.3|. Procedure details: To 1.8 g of sorbic acid (manufactured by Wako Pure Chemical) were added 1 g of tetraethylammonium bromide (manufactured by Wako Pure Chemical) and 60 ml of epichlorohydrin (manufactured by Wako Pure Chemical), the mixture was heated to reflux at 110° C. for 3 hours, 30 ml of distilled water was added thereto and an organic layer was separated and concentrated in vacuoat 80° C. to give 3.5 g of glycidyl sorbate. An epoxy equivalent of this glycidyl sorbate was 367.4. Reactants: C(C)(=O)OC(CCC12C(CCC1O2)=O)CCCCC (2-(3-acetoxyoctyl)-2,3-epoxycyclopentanone). Solvent: C(C)(=O)O (acetic acid). The product is C(C)(=O)OC1CC=C(C1=O)CCC(CCCCC)OC(C)=O (5-acetoxy-2-(3-acetoxyoctyl)cyclopent-2-enone). The yield is 159.4%. As a reaction SMILES: [C:1]([O:4][CH:5]([CH2:15][CH2:16][CH2:17][CH2:18][CH3:19])[CH2:6][CH2:7][C:8]12O[CH:12]1[CH2:11][CH2:10][C:9]2=[O:14])(=[O:3])[CH3:2]>C(O)(=O)C>[C:1]([O:4][CH:10]1[C:9](=[O:14])[C:8]([CH2:7][CH2:6][CH:5]([O:4][C:1](=[O:3])[CH3:2])[CH2:15][CH2:16][CH2:17][CH2:18][CH3:19])=[CH:12][CH2:11]1)(=[O:3])[CH3:2]. Reported procedure: A solution of 2-(3-acetoxyoctyl)-2,3-epoxycyclopentanone (26.8 g.) [prepared as described in (g) above] in glacial acetic acid (500 ml.) was heated at reflux for 12 hours. The excess acetic acid was then removed in vacuo and the residue distilled under reduced pressure to give 5-acetoxy-2-(3-acetoxyoctyl)cyclopent-2-enone (24.7 g.), b.p. 164°-175° C./0.2 mm.Hg. The reactants are solution, NCCC=1C=C(C(=O)O)C=CC1 (3-(2-aminoethyl)-benzoic acid), C(C)(=O)[O-].[Na+] (sodium acetate), C(C1=CC=CC=C1)N1C(C(C(=O)Cl)=CC=C1)=O (1-benzyl-1,2-dihydro-2-oxo-nicotinic acid chloride). Solvent: CC(=O)C (acetone). Run at time 1 hour. Yields the product 1-benzyl-1,2-dihydro-2-oxo-nicotinamido, C(C1=CC=CC=C1)(=O)O (benzoic acid). Reaction SMILES: NCC[C:4]1[CH:5]=[C:6]([CH:10]=[CH:11][CH:12]=1)[C:7]([OH:9])=[O:8].C([O-])(=O)C.[Na+].C(N1C=CC=C(C(Cl)=O)C1=O)C1C=CC=CC=1>CC(C)=O>[C:7]([OH:9])(=[O:8])[C:6]1[CH:10]=[CH:11][CH:12]=[CH:4][CH:5]=1 |f:1.2|. Procedure details: 20 ml of acetone are added to 16 ml of an about 1 molar solution of 3-(2-aminoethyl)-benzoic acid containing the corresponding amount of sodium acetate, and 3.7 g of 1-benzyl-1,2-dihydro-2-oxo-nicotinic acid chloride (prepared from 1-benzyl-1,2-dihydro-2-oxo-nicotinic acid and thionyl chloride) are added with agitation and cooling. Agitation is then continued for 1 hour at room temperature, the acetone is removed under reduced pressure, and dilute hydrochloric acid is added to the residue. The p... Reactants: Brc1ccc2[nH]ccc2c1, CC(C)[Si](Cl)(C(C)C)C(C)C, ClCCl, [H-], [Mg+2], [Na+], O=S(=O)([O-])[O-], CN(C)C=O, O. Yields the product CC(C)[Si](C(C)C)(C(C)C)n1ccc2cc(Br)ccc21. RXN SMILES: [Br:1][c:2]1[cH:3][c:4]2[cH:5][cH:6][nH:7][c:8]2[cH:9][cH:10]1.[CH:13]([CH3:14])([CH3:15])[Si:16]([CH:17]([CH3:18])[CH3:19])([CH:20]([CH3:21])[CH3:22])[Cl:23].[Cl:30][CH2:31][Cl:32].[H-:12].[Mg+2:24].[Na+:11].[O-:25][S:26]([O-:27])(=[O:28])=[O:29].[O:33]=[CH:34][N:35]([CH3:36])[CH3:37].[OH2:38]>>[Br:1][c:2]1[cH:3][c:4]2[cH:5][cH:6][n:7]([Si:16]([CH:13]([CH3:14])[CH3:15])([CH:17]([CH3:18])[CH3:19])[CH:20]([CH3:21])[CH3:22])[c:8]2[cH:9][cH:10]1. Starting materials: C(C)(C)(C)OC(=O)N1[C@H](C(=O)O)CC(C1)=O (1-(tert-butoxycarbonyl)-4-oxoproline), O1COC2=C1C=CC(=C2)CN (1,3-benzodioxol-5-ylmethylamine). Yields the product O1COC2=C1C=CC(=C2)CNC(=O)[C@H]2NCC(C2)=O ((2S)-N-(1,3-benzodioxol-5-ylmethyl)-4-oxo-2-pyrrolidinecarboxamide). Reaction SMILES: C(OC([N:8]1[CH2:15][C:14](=[O:16])[CH2:13][C@H:9]1[C:10]([OH:12])=O)=O)(C)(C)C.[O:17]1[C:21]2[CH:22]=[CH:23][C:24]([CH2:26][NH2:27])=[CH:25][C:20]=2[O:19][CH2:18]1>>[O:17]1[C:21]2[CH:22]=[CH:23][C:24]([CH2:26][NH:27][C:10]([C@@H:9]3[CH2:13][C:14](=[O:16])[CH2:15][NH:8]3)=[O:12])=[CH:25][C:20]=2[O:19][CH2:18]1. Procedure: Following the general method as outlined in Example 22, starting from 1-(tert-butoxycarbonyl)-4-oxoproline, and 1,3-benzodioxol-5-ylmethylamine the title compound was obtained in 71% purity by LC/MS. MS(ESI+): m/z=263.0.